This data is from the Open Reaction Database (ORD), a public repository of structured organic reaction records. The task is: describe an organic reaction: reactants, conditions, products, and yield Starting materials: S(=O)(Cl)Cl (thionyl chloride), CC1(COC2=C1C=C(C=C2)C(=O)N)C (2,3-Dihydro-3,3-dimethylbenzofuran-5-carboxylic acid amide). The solvent is C1=CC=CC=C1 (benzene). The product is CC1(COC2=C1C=C(C=C2)C#N)C (2,3-Dihydro-3,3-dimethyl-5-cyanobenzofuran). Reaction SMILES: [CH3:1][C:2]1([CH3:14])[C:6]2[CH:7]=[C:8]([C:11]([NH2:13])=O)[CH:9]=[CH:10][C:5]=2[O:4][CH2:3]1.S(Cl)(Cl)=O>C1C=CC=CC=1>[CH3:1][C:2]1([CH3:14])[C:6]2[CH:7]=[C:8]([C:11]#[N:13])[CH:9]=[CH:10][C:5]=2[O:4][CH2:3]1. Procedure details: The product of stage (c) was boiled under reflux in benzene (5 ml) with thionyl chloride for 6 hours. Washing with water, drying over magnesium sulphate and running down gave, after recrystallisation from petroleum ether (bp 60°-80° C.), 0.6 g of title product, mp 70°-72° C. Reactants: NC=1NC2=CC=CC=C2C1C(=O)OC (methyl 2-aminoindole-3-carboxylate), COC(CC(OC)OC)OC (1,1,3,3-tetramethoxypropane), C1(=CC=C(C=C1)S(=O)(=O)O)C (4-toluenesulphonic acid). Solvent: C=1(C(=CC=CC1)C)C (xylene). Yields the product N1=CC=CN2C1=C(C=1C=CC=CC21)C(=O)OC (Methyl pyrimido[1,2-a]indole-10-carboxylate), solid. Isolated yield 35.0%. RXN SMILES: [NH2:1][C:2]1[NH:3][C:4]2[C:9]([C:10]=1[C:11]([O:13][CH3:14])=[O:12])=[CH:8][CH:7]=[CH:6][CH:5]=2.CO[CH:17](OC)[CH2:18][CH:19](OC)OC.C1(C)C=CC(S(O)(=O)=O)=CC=1>C1(C)C(C)=CC=CC=1>[N:1]1[C:2]2=[C:10]([C:11]([O:13][CH3:14])=[O:12])[C:9]3[CH:8]=[CH:7][CH:6]=[CH:5][C:4]=3[N:3]2[CH:19]=[CH:18][CH:17]=1. Procedure details: A stirred solution of methyl 2-aminoindole-3-carboxylate (I. Forbes et al, J. Chem. Soc. Perkin I, 1992, 275) (0.5 g, 0.0026 mole) in xylene (10 ml) was treated with 1,1,3,3-tetramethoxypropane (0.43 g, 0.0026 mole) and a few crystals of 4-toluenesulphonic acid and heated under reflux for 2.5 h. The mixture was concentrated in vacuo and the residue dissolved in chloroform (25 ml), washed with water (2×10 ml), dried (MgSO4) and concentrated in vacuo to leave a dark orange solid. This was purified... The reactants are N1=CC(=CC=C1)C=1N2CCCC2=C(C1)C(=O)N (5-(3-pyridyl)-2,3-dihydropyrrolizine-7-carboxamide), ClN1C(CCC1=O)=O (N-chlorosuccinimide). The product is ClC1=C(N2CCCC2=C1C(=O)N)C=1C=NC=CC1 (6-Chloro-5-(3-pyridyl)-2,3-dihydropyrolizine-7-carboxamide), expected product. Reaction SMILES: [N:1]1[CH:6]=[CH:5][CH:4]=[C:3]([C:7]2[N:8]3[C:12](=[C:13]([C:15]([NH2:17])=[O:16])[CH:14]=2)[CH2:11][CH2:10][CH2:9]3)[CH:2]=1.[Cl:18]N1C(=O)CCC1=O>>[Cl:18][C:14]1[C:13]([C:15]([NH2:17])=[O:16])=[C:12]2[N:8]([CH2:9][CH2:10][CH2:11]2)[C:7]=1[C:3]1[CH:2]=[N:1][CH:6]=[CH:5][CH:4]=1. Procedure details: 6-Chloro-5-(3-pyridyl)-2,3-dihydropyrolizine-7-carboxamide is prepared as described in Example 45, from 0.45 g of 5-(3-pyridyl)-2,3-dihydropyrrolizine-7-carboxamide and 0.29 g of N-chlorosuccinimide. 0.27 g of expected product are thus obtained in the form of cream powder which melts at 215° C. Reaction SMILES: [CH3:17][OH:18].[CH3:1][O:2][C:3]([CH:4]=[CH:5][c:6]1[c:7]([CH3:15])[cH:8][c:9]([CH:13]=[O:14])[cH:10][c:11]1[CH3:12])=[O:16].[Na+:20].[OH-:19]>>[O:2]=[C:3]([CH:4]=[CH:5][c:6]1[c:7]([CH3:15])[cH:8][c:9]([CH:13]=[O:14])[cH:10][c:11]1[CH3:12])[OH:16]. The reactants are CO, COC(=O)C=Cc1c(C)cc(C=O)cc1C, [Na+], [OH-]. Yields the product Cc1cc(C=O)cc(C)c1C=CC(=O)O.